From a dataset of the Open Reaction Database (ORD), a public repository of structured organic reaction records. describe an organic reaction: reactants, conditions, products, and yield Conditions: time 2 hour. RXN SMILES: COC1C=CC(CO[C:9](=O)[C@H:10]([N:17]2[CH2:21][C@H:20](C3C=CC=CC=3)[C@@H:19]([CH2:28][N:29]3[CH2:34][CH2:33][CH:32]([CH2:35][O:36][CH2:37][C:38]4[CH:43]=[CH:42][CH:41]=[CH:40][CH:39]=4)[CH2:31][CH2:30]3)[CH2:18]2)[CH:11]2[CH2:16][CH2:15][CH2:14]C[CH2:12]2)=CC=1.[CH:47]([OH:49])=[O:48]>>[CH2:37]([O:36][CH2:35][CH:32]1[CH2:33][CH2:34][N:29]([CH2:28][C@@H:19]2[C@@H:20]([C:38]3[CH:43]=[CH:42][CH:41]=[CH:40][CH:39]=3)[CH2:21][N:17]([C@@H:10]3[CH2:9][CH2:14][CH2:15][CH2:16][CH:11]3[CH2:12][C:47]([OH:49])=[O:48])[CH2:18]2)[CH2:30][CH2:31]1)[C:38]1[CH:43]=[CH:42][CH:41]=[CH:40][CH:39]=1. Reactants: COC1=CC=C(COC([C@@H](C2CCCCC2)N2C[C@@H]([C@H](C2)C2=CC=CC=C2)CN2CCC(CC2)COCC2=CC=CC=C2)=O)C=C1 (α-(R)-(3-(S)-((4-(benzyloxymethyl)piperidin-1-yl)methyl)-4-(S)-phenylpyrrolidin-1-yl)-cyclohexaneacetic acid para-methoxybenzyl ester), C(=O)O (formic acid). Product: C(C1=CC=CC=C1)OCC1CCN(CC1)C[C@H]1CN(C[C@@H]1C1=CC=CC=C1)[C@H]1C(CCCC1)CC(=O)O (2-(R)-(3-(S)-((4-(Benzyloxymethyl)piperidin-1-yl)methyl)-4-(S)-phenylpyrrolidin-1-yl)-cyclohexaneacetic Acid). Procedure: A solution of α-(R)-(3-(S)-((4-(benzyloxymethyl)piperidin-1-yl)methyl)-4-(S)-phenylpyrrolidin-1-yl)-cyclohexaneacetic acid para-methoxybenzyl ester (30 mg, 0.048 mmol) in 96% formic acid (2.0 mL) was stirred at RT. After 2 h, the formic acid was evaporated at reduced pressure. Toluene was added and evaporated, and this was repeated with a second portion of toluene. The crude product was purified by flash column chromatography on silica gel packed in CH2Cl2. Elution with 5% CH3OH/1% conc. aq. NH4... Reactants: solution, C12CCCC(CCC1)B2 (9-borabicyclo[3.3.1]nonane), C(C)OC(C=C)OCC (3,3-diethoxy-1-propene), BrC=1C=C2C=CC=NC2=CC1 (6-bromoquinoline), C([O-])([O-])=O.[K+].[K+] (potassium carbonate), C1(CCCCC1)P(C1CCCCC1)C1CCCCC1 (tricyclohexylphosphine). The reagents and catalysts are C(C)(=O)[O-].[Pd+2].C(C)(=O)[O-] (palladium acetate). Solvent: O (water), O1CCCC1 (tetrahydrofuran), O1CCCC1 (tetrahydrofuran), O (water). Reaction conditions: time 14 hour. Product: N1=CC=CC2=CC(=CC=C12)CCC=O (3-(quinolin-6-yl)propanal). The yield is 52.1%. Reaction SMILES: C12BC(CCC1)CCC2.C(O[CH:13]([O:16]CC)[CH:14]=[CH2:15])C.Br[C:20]1[CH:21]=[C:22]2[C:27](=[CH:28][CH:29]=1)[N:26]=[CH:25][CH:24]=[CH:23]2.C(=O)([O-])[O-].[K+].[K+].C1(P(C2CCCCC2)C2CCCCC2)CCCCC1>O1CCCC1.C([O-])(=O)C.[Pd+2].C([O-])(=O)C.O>[N:26]1[C:27]2[C:22](=[CH:21][C:20]([CH2:16][CH2:13][CH:14]=[O:15])=[CH:29][CH:28]=2)[CH:23]=[CH:24][CH:25]=1 |f:3.4.5,8.9.10|. Reported procedure: A 22 L flask charged with 0.5 M solution of 9-borabicyclo[3.3.1]nonane in tetrahydrofuran (9-BBN, 5.75 L, 2.89 mol, 2.0 equiv) and tetrahydrofuran (THF, 6 L) was treated with 3,3-diethoxy-1-propene (393 g, 3.02 mol, 2.10 equiv) at 0-5° C. and the resulting reaction mixture was subsequently warmed to room temperature and stirred at room temperature for 14 h. 6-Bromoquinoline (8, 300 g, 1.44 mol, 1.0 equiv), palladium acetate (Pd(OAc)2, 16.1 g, 0.072 mol, 0.05 equiv), potassium carbonate (K2CO3, 3... Starting materials: BrC(Br)(Br)Br, ClCCl, N#Cc1ccc(S(=O)(=O)CCO)cc1, c1ccc(P(c2ccccc2)c2ccccc2)cc1. Product: N#Cc1ccc(S(=O)(=O)CCBr)cc1. As a reaction SMILES: [C:34]([Br:35])([Br:36])([Br:37])[Br:38].[Cl:39][CH2:40][Cl:41].[OH:20][CH2:21][CH2:22][S:23](=[O:24])(=[O:25])[c:26]1[cH:27][cH:28][c:29]([C:30]#[N:31])[cH:32][cH:33]1.[c:1]1([P:2]([c:3]2[cH:4][cH:5][cH:6][cH:7][cH:8]2)[c:9]2[cH:10][cH:11][cH:12][cH:13][cH:14]2)[cH:15][cH:16][cH:17][cH:18][cH:19]1>>[CH2:21]([CH2:22][S:23](=[O:24])(=[O:25])[c:26]1[cH:27][cH:28][c:29]([C:30]#[N:31])[cH:32][cH:33]1)[Br:35]. Starting materials: CCCc1cc2nc(C)nn2n1Cc1ccc(-c2ccccc2-c2nnnn2C(c2ccccc2)(c2ccccc2)c2ccccc2)cc1, CCCc1cc2[nH]c(C)nn2n1. The product is CCCc1cc2nc(C)nn2n1Cc1ccc(-c2ccccc2-c2nnn[nH]2)cc1. As a reaction SMILES: [CH3:1][c:2]1[n:3][c:4]2[n:5]([n:6]1)[n:7]([CH2:13][c:14]1[cH:15][cH:16][c:17](-[c:20]3[c:21](-[c:26]4[n:27][n:28][n:29][n:30]4[C:31]([c:32]4[cH:33][cH:34][cH:35][cH:36][cH:37]4)([c:38]4[cH:39][cH:40][cH:41][cH:42][cH:43]4)[c:44]4[cH:45][cH:46][cH:47][cH:48][cH:49]4)[cH:22][cH:23][cH:24][cH:25]3)[cH:18][cH:19]1)[c:8]([CH2:10][CH2:11][CH3:12])[cH:9]2.[CH3:50][c:51]1[nH:52][c:53]2[n:54]([n:55][c:56]([CH2:57][CH2:58][CH3:59])[cH:60]2)[n:61]1>>[CH3:1][c:2]1[n:3][c:4]2[n:5]([n:6]1)[n:7]([CH2:13][c:14]1[cH:15][cH:16][c:17](-[c:20]3[c:21](-[c:26]4[n:27][n:28][n:29][nH:30]4)[cH:22][cH:23][cH:24][cH:25]3)[cH:18][cH:19]1)[c:8]([CH2:10][CH2:11][CH3:12])[cH:9]2. Starting materials: O=C(Cl)OCc1ccccc1, Nc1ccc2ccc(S(=O)(=O)O)cc2c1, [Na+], [Na], [OH-], O. RXN SMILES: [Cl:19][C:20](=[O:21])[O:22][CH2:23][c:24]1[cH:25][cH:26][cH:27][cH:28][cH:29]1.[NH2:1][c:2]1[cH:3][cH:4][c:5]2[cH:6][cH:7][c:8]([S:12](=[O:13])(=[O:14])[OH:15])[cH:9][c:10]2[cH:11]1.[Na+:18].[Na:16].[OH-:17].[OH2:30]>>[NH:1]([c:2]1[cH:3][cH:4][c:5]2[cH:6][cH:7][c:8]([S:12](=[O:13])(=[O:14])[OH:15])[cH:9][c:10]2[cH:11]1)[C:20](=[O:21])[O:22][CH2:23][c:24]1[cH:25][cH:26][cH:27][cH:28][cH:29]1. Product: O=C(Nc1ccc2ccc(S(=O)(=O)O)cc2c1)OCc1ccccc1. Product: C(C1=CC=CC=C1)C1=C(CC2C(N(CC2)C2CCCCC2)=O)C(=CC=C1)Cl (3-(2-Benzyl-6-chloro-benzyl)-1-cyclohexyl-pyrrolidin-2-one). Reagents/catalysts: C1=CC=C(C=C1)P([C-]2C=CC=C2)C3=CC=CC=C3.C1=CC=C(C=C1)P([C-]2C=CC=C2)C3=CC=CC=C3.Cl[Pd]Cl.[Fe+2] (Pd(dppf)Cl2). Starting materials: BrC1=C(CC2C(N(CC2)C2CCCCC2)=O)C(=CC=C1)Cl (3-(2-bromo-6-chloro-benzyl)-1-cyclohexyl-pyrrolidin-2-one), C(=O)([O-])[O-].[Cs+].[Cs+] (Cs2CO3), C([O-])(O)=O (bicarbonate), Bn 9-BBN. Reported procedure: Charge a flask with 3-(2-bromo-6-chloro-benzyl)-1-cyclohexyl-pyrrolidin-2-one (Example 56) (250 mg, 0.67 mmol), Pd(dppf)Cl2 (54 mg, 0.067 mmol) and Cs2CO3 (660 mg, 2.0 mmol) and purge with nitrogen. Add DMF (6 mL) and water (0.6 mL) and stir. Add Bn-9-BBN (0.5 M, 4.0 mL, 2.0 mmol) and heat to 60° C. for 1 hour. Pour into saturated aqueous bicarbonate and extract with methylene chloride. Dry over sodium sulfate, filter and concentrate. Purify over silica gel (10% ethyl acetate in hexanes) to yiel... As a reaction SMILES: Br[C:2]1[CH:20]=[CH:19][CH:18]=[C:17]([Cl:21])[C:3]=1[CH2:4][CH:5]1[CH2:9][CH2:8][N:7]([CH:10]2[CH2:15][CH2:14][CH2:13][CH2:12][CH2:11]2)[C:6]1=[O:16].C([O-])([O-])=O.[Cs+].[Cs+].C(=O)(O)[O-]>C1C=CC(P(C2C=CC=CC=2)[C-]2C=CC=C2)=CC=1.C1C=CC(P(C2C=CC=CC=2)[C-]2C=CC=C2)=CC=1.Cl[Pd]Cl.[Fe+2]>[CH2:4]([C:2]1[CH:20]=[CH:19][CH:18]=[C:17]([Cl:21])[C:3]=1[CH2:4][CH:5]1[CH2:9][CH2:8][N:7]([CH:10]2[CH2:15][CH2:14][CH2:13][CH2:12][CH2:11]2)[C:6]1=[O:16])[C:3]1[CH:17]=[CH:18][CH:19]=[CH:20][CH:2]=1 |f:1.2.3,5.6.7.8|. Isolated yield 121.1%. Reactants: O=C([O-])[O-], CCOC(=O)C1CCCN1C(=O)Sc1cccc(O)c1, CCOC(C)=O, Cc1oc(-c2ccccc2)nc1CCl, [K+], [K+], CN(C)C=O. Product: CCOC(=O)C1CCCN1C(=O)Sc1cccc(OCc2nc(-c3ccccc3)oc2C)c1. RXN SMILES: [C:21](=[O:22])([O-:23])[O-:24].[CH2:1]([CH3:2])[O:3][C:4](=[O:5])[CH:6]1[N:7]([C:11](=[O:12])[S:13][c:14]2[cH:15][c:16]([OH:20])[cH:17][cH:18][cH:19]2)[CH2:8][CH2:9][CH2:10]1.[CH3:46][CH2:47][O:48][C:49](=[O:50])[CH3:51].[Cl:27][CH2:28][c:29]1[n:30][c:31](-[c:35]2[cH:36][cH:37][cH:38][cH:39][cH:40]2)[o:32][c:33]1[CH3:34].[K+:25].[K+:26].[O:41]=[CH:42][N:43]([CH3:44])[CH3:45]>>[CH2:1]([CH3:2])[O:3][C:4](=[O:5])[CH:6]1[N:7]([C:11](=[O:12])[S:13][c:14]2[cH:15][c:16]([O:20][CH2:28][c:29]3[n:30][c:31](-[c:35]4[cH:36][cH:37][cH:38][cH:39][cH:40]4)[o:32][c:33]3[CH3:34])[cH:17][cH:18][cH:19]2)[CH2:8][CH2:9][CH2:10]1.